Dataset: the Open Reaction Database (ORD), a public repository of structured organic reaction records. Task: describe an organic reaction: reactants, conditions, products, and yield Reactants: FC1=CC=C(C=C1)C1=NOC(=C1)CNC1=C(C=NC2=CC=CN=C12)N (N4-{[3-(4-fluorophenyl)isoxazol-5-yl]methyl}[1,5]naphthyridine-3,4-diamine), C(CCC)(OC)(OC)OC (trimethyl orthobutyrate). Yield: 35.7%. As a reaction SMILES: [F:1][C:2]1[CH:7]=[CH:6][C:5]([C:8]2[CH:12]=[C:11]([CH2:13][NH:14][C:15]3[C:24]4[C:19](=[CH:20][CH:21]=[CH:22][N:23]=4)[N:18]=[CH:17][C:16]=3[NH2:25])[O:10][N:9]=2)=[CH:4][CH:3]=1.[C:26](OC)(OC)(OC)[CH2:27][CH2:28][CH3:29]>Cl.N1C=CC=CC=1>[F:1][C:2]1[CH:3]=[CH:4][C:5]([C:8]2[CH:12]=[C:11]([CH2:13][N:14]3[C:15]4[C:24]5[N:23]=[CH:22][CH:21]=[CH:20][C:19]=5[N:18]=[CH:17][C:16]=4[N:25]=[C:26]3[CH2:27][CH2:28][CH3:29])[O:10][N:9]=2)=[CH:6][CH:7]=1 |f:2.3|. The product is FC1=CC=C(C=C1)C1=NOC(=C1)CN1C(=NC=2C=NC=3C=CC=NC3C21)CCC (1-{[3-(4-Fluorophenyl)isoxazol-5-yl]methyl}-2-propyl-1H-imidazo[4,5-c][1,5]naphthyridine). Reported procedure: The methods described in Part A of Example 13 were used to treat N4-{[3-(4-fluorophenyl)isoxazol-5-yl]methyl}[1,5]naphthyridine-3,4-diamine (2.6 g, 7.8 mmol) with trimethyl orthobutyrate (1.9 mL, 12 mmol) in the presence of pyridine hydrochloride (0.018 g, 0.16 mmol) and isolated and purify the final product with the modification that the silica column was eluting with 60-90% ethyl acetate in dichloromethane. 1-{[3-(4-Fluorophenyl)isoxazol-5-yl]methyl}-2-propyl-1H-imidazo[4,5-c][1,5]naphthyridin... Reagents/catalysts: Cl.N1=CC=CC=C1 (pyridine hydrochloride).